Dataset: the Open Reaction Database (ORD), a public repository of structured organic reaction records. Task: describe an organic reaction: reactants, conditions, products, and yield Starting materials: OC1=CC=C(C=C1)C(C)(C)C1=CC=C(C=C1)O (2,2-bis(4-hydroxyphenyl)propane), phenols, C1=CC(=CC=C1O)S(=O)(=O)C2=CC=C(C=C2)O (4,4′-dihydroxydiphenylsulfone), C1(O)=CC(O)=CC=C1 (resorcinol), 9,9′-bis(4-hydroxy-phenyl)fluorene, phenols, BrC=1C=C(C=C(C1O)Br)C(C)(C)C1=CC(=C(C(=C1)Br)O)Br (2,2-bis-(3,5-dibromo-4-hydroxyphenyl)propane), OC1=CC=C(C=C1)CC1=CC=C(C=C1)O (bis(4-hydroxyphenyl)methane), C1(O)=CC=C(O)C=C1 (hydroquinone), epoxides, C=1(O)C(O)=CC=CC1 (pyrocatechol). Product: phenols, C=O (formaldehyde), C1(=CC=CC=C1)O (phenol). As a reaction SMILES: [C:1]1(C=CC=C(O)C=1)[OH:2].[C:9]1([C:11](=[CH:13][CH:14]=[CH:15][CH:16]=1)O)[OH:10].C1(C=CC(O)=CC=1)O.OC1C=CC(CC2C=CC(O)=CC=2)=CC=1.OC1C=CC(C(C2C=CC(O)=CC=2)(C)C)=CC=1.BrC1C=C(C(C2C=C(Br)C(O)=C(Br)C=2)(C)C)C=C(Br)C=1O.C1C(O)=CC=C(S(C2C=CC(O)=CC=2)(=O)=O)C=1>>[CH2:1]=[O:2].[C:9]1([OH:10])[CH:11]=[CH:13][CH:14]=[CH:15][CH:16]=1. Procedure: The epoxides can also be derived from mononuclear phenols, for example from resorcinol, pyrocatechol or hydroquinone; or they are based on polynuclear phenols such as on 4,4′-dihydroxybiphenyl, bis(4-hydroxyphenyl)methane, 2,2-bis(4-hydroxyphenyl)propane, 2,2-bis-(3,5-dibromo-4-hydroxyphenyl)propane, 4,4′-dihydroxydiphenylsulfone, 9,9′-bis(4-hydroxy-phenyl)fluorene, or on condensates, obtained under acid conditions, of phenols with formaldehyde such as phenol novolaks. Reactants: BrCc1cccc(Br)c1, CN(C)C=O, [H-], Nc1ncc2cc(-c3c(Cl)cccc3Cl)c(=O)[nH]c2n1, [Na+], O. Yields the product Nc1ncc2cc(-c3c(Cl)cccc3Cl)c(=O)n(Cc3cccc(Br)c3)c2n1. As a reaction SMILES: [Br:23][c:24]1[cH:25][c:26]([CH2:27][Br:28])[cH:29][cH:30][cH:31]1.[CH3:33][N:34]([CH3:35])[CH:36]=[O:37].[H-:2].[NH2:3][c:4]1[n:5][cH:6][c:7]2[c:8]([n:9]1)[nH:10][c:11](=[O:22])[c:12](-[c:14]1[c:15]([Cl:21])[cH:16][cH:17][cH:18][c:19]1[Cl:20])[cH:13]2.[Na+:1].[OH2:32]>>[NH2:3][c:4]1[n:5][cH:6][c:7]2[c:8]([n:9]1)[n:10]([CH2:27][c:26]1[cH:25][c:24]([Br:23])[cH:31][cH:30][cH:29]1)[c:11](=[O:22])[c:12](-[c:14]1[c:15]([Cl:21])[cH:16][cH:17][cH:18][c:19]1[Cl:20])[cH:13]2. Conditions: time 2 hour. As a reaction SMILES: [CH3:1][O:2][C:3](=[O:13])[C:4]1[CH:12]=[CH:11][C:7]([C:8]([OH:10])=O)=[CH:6][CH:5]=1.C(Cl)(=O)C(Cl)=O.[NH2:20][CH2:21][CH2:22][C:23]1[CH:24]=[N:25][CH:26]=[CH:27][CH:28]=1.CN1CCOCC1>ClCCl.CN(C)C=O>[CH3:1][O:2][C:3](=[O:13])[C:4]1[CH:5]=[CH:6][C:7]([C:8]([NH:20][CH2:21][CH2:22][C:23]2[CH:24]=[N:25][CH:26]=[CH:27][CH:28]=2)=[O:10])=[CH:11][CH:12]=1. The yield is 86.2%. The product is COC(C1=CC=C(C(=O)NCCC=2C=NC=CC2)C=C1)=O (N-(2-Pyridin-3-yl-ethyl)-terephthalamic acid methyl ester). Reactants: NCCC=1C=NC=CC1 (3-(2-aminoethyl)pyridine), CN1CCOCC1 (n-methylmorpholine), COC(C1=CC=C(C(=O)O)C=C1)=O (terephthalic acid monomethyl ester), C(C(=O)Cl)(=O)Cl (oxalyl chloride). Run in ClCCl (dichloromethane), ClCCl (dichloromethane). Reagents/catalysts: CN(C=O)C (dimethylformamide). Reported procedure: To a stirring solution of terephthalic acid monomethyl ester (500 mg, 2.5 mmol) and oxalyl chloride (0.44 mL, 5.03 mmol) in dichloromethane (20 mL), is added 3 drops of dimethylformamide and the reaction is stirred for 2 h at room temperature. The reaction is concentrated in vacuo and then redissolved in dichloromethane. The solution is slowly added to a stirring solution of 3-(2-aminoethyl)pyridine (308 mg, 2.52 mmol) and n-methylmorpholine (0.28 mL, 2.52 mmol) in dichloromethane (20 mL). After... The solvent is ClCCl (dichloromethane). RXN SMILES: FC(F)(F)C(O)=O.C(OC([NH:15][N:16]([C:30]1[CH:35]=[CH:34][C:33]([F:36])=[CH:32][C:31]=1[Cl:37])[C:17]([CH:19]1[C:24](=O)[C@@:23]2([CH3:29])[C:26]([CH3:28])([CH3:27])[C@@H:20]1[CH2:21][CH2:22]2)=[O:18])=O)(C)(C)C>ClCCl>[Cl:37][C:31]1[CH:32]=[C:33]([F:36])[CH:34]=[CH:35][C:30]=1[N:16]1[C:17](=[O:18])[C:19]2[C@@H:20]3[C:26]([CH3:27])([CH3:28])[C@@:23]([CH3:29])([CH2:22][CH2:21]3)[C:24]=2[NH:15]1. The reactants are FC(C(=O)O)(F)F (Trifluoroacetic acid), C(C)(C)(C)OC(=O)NN(C(=O)C1[C@H]2CC[C@@](C1=O)(C2(C)C)C)C2=C(C=C(C=C2)F)Cl (N′-(2-chloro-4-fluoro-phenyl)-N′-((1R,4R)-4,7,7-trimethyl-3-oxo-bicyclo[2.2.1]heptane-2-carbonyl)-hydrazinecarboxylic acid tert-butyl ester). Reaction conditions: temperature 0 celsius, time 5 minute. The product is ClC1=C(C=CC(=C1)F)N1NC=2[C@@]3(CC[C@H](C2C1=O)C3(C)C)C ((4S,7R)-2-(2-chloro-4-fluoro-phenyl)-7,8,8-trimethyl-1,2,4,5,6,7-hexahydro-4,7-methano-indazol-3-one). Procedure details: Trifluoroacetic acid (50 mL) was added in two portions to a cooled (0° C.) solution of N′-(2-chloro-4-fluoro-phenyl)-N′-((1R,4R)-4,7,7-trimethyl-3-oxo-bicyclo[2.2.1]heptane-2-carbonyl)-hydrazinecarboxylic acid tert-butyl ester (14.8 g, 33.7 mmol) in dichloromethane (50 mL). The mixture was stirred at 0° C. for 5 min and then the cooling bath was removed and the reaction mixture was allowed to warm to room temperature and stir for 4 h. Volatiles were evaporated under reduced pressure and dichloro... The reactants are alkyne, C(C1=CC=CC=C1)OC1(CC1)C1=C(C=C(C=C1)C#C[Si](C)(C)C)C ([4-(1-benzyloxycyclopropyl)-3-methyl-phenylethynyl]-trimethylsilane), C(C1=CC=CC=C1)OC1(CC1)C1=C(C=C(C=C1)C#C[Si](C)(C)C)C ([4-(1-benzyloxycyclopropyl)-3-methyl-phenylethynyl]-trimethylsilane), C([O-])([O-])=O.[K+].[K+] (potassium carbonate). Run in CO (methanol). Reaction conditions: time 8 hour. Product: C(#C)C1=CC(=C(C=C1)C1(CC1)OCC1=CC=CC=C1)C (4-Ethynyl-1-(1-benzyloxycyclopropyl)-2-methyl-benzene). As a reaction SMILES: [CH2:1]([O:8][C:9]1([C:12]2[CH:17]=[CH:16][C:15]([C:18]#[C:19][Si](C)(C)C)=[CH:14][C:13]=2[CH3:24])[CH2:11][CH2:10]1)[C:2]1[CH:7]=[CH:6][CH:5]=[CH:4][CH:3]=1.C(=O)([O-])[O-].[K+].[K+]>CO>[C:18]([C:15]1[CH:16]=[CH:17][C:12]([C:9]2([O:8][CH2:1][C:2]3[CH:3]=[CH:4][CH:5]=[CH:6][CH:7]=3)[CH2:11][CH2:10]2)=[C:13]([CH3:24])[CH:14]=1)#[CH:19] |f:1.2.3|. Procedure: Using General Procedure E; [4-(1-benzyloxycyclopropyl)-3-methyl-phenylethynyl]-trimethylsilane (Intermediate 75, 300.0 mg, 0.95 mmnols) in methanol (6 mL) was treated with potassium carbonate (120.0 mg, 0.87 mmol) and stirred overnight at ambient temperature. The crude alkyne (185 mg, 79%) was used directly in the next reaction. RXN SMILES: [CH3:46][CH2:47][O:48][C:49](=[O:50])[CH3:51].[CH3:52][CH2:53][OH:54].[F:1][C:2]([c:3]1[cH:4][c:5]([CH2:6][N:7]([c:8]2[n:9][cH:10][c:11]([O:14][CH2:15][CH2:16][CH2:17][C:18](=[O:19])[O:20][CH2:21][CH3:22])[cH:12][n:13]2)[CH2:23][c:24]2[c:25]([OH:34])[cH:26][cH:27][c:28]([C:30]([F:31])([F:32])[F:33])[cH:29]2)[cH:35][c:36]([C:38]([F:39])([F:40])[F:41])[cH:37]1)([F:42])[F:43].[Na+:45].[OH-:44]>>[F:1][C:2]([c:3]1[cH:4][c:5]([CH2:6][N:7]([c:8]2[n:9][cH:10][c:11]([O:14][CH2:15][CH2:16][CH2:17][C:18](=[O:19])[OH:20])[cH:12][n:13]2)[CH2:23][c:24]2[c:25]([OH:34])[cH:26][cH:27][c:28]([C:30]([F:31])([F:32])[F:33])[cH:29]2)[cH:35][c:36]([C:38]([F:39])([F:40])[F:41])[cH:37]1)([F:42])[F:43]. Yields the product O=C(O)CCCOc1cnc(N(Cc2cc(C(F)(F)F)cc(C(F)(F)F)c2)Cc2cc(C(F)(F)F)ccc2O)nc1. The reactants are CCOC(C)=O, CCO, CCOC(=O)CCCOc1cnc(N(Cc2cc(C(F)(F)F)cc(C(F)(F)F)c2)Cc2cc(C(F)(F)F)ccc2O)nc1, [Na+], [OH-]. The reactants are OC=1C=C(C=CC1OC)C=1OC=C(N1)CNC(C1=C(C=CC=C1)OCC)=O (N-[2-(3-hydroxy-4-methoxyphenyl)oxazol-4-ylmethyl]-2-ethoxybenzamide), BrC(CC)CC (3-bromopentane). Yields the product C(C)OC1=C(C(=O)NCC=2N=C(OC2)C2=CC(=C(C=C2)OC)OC(CC)CC)C=CC=C1 (2-ethoxy-N-{2-[3-(1-ethylpropoxy)-4-methoxyphenyl]oxazol-4-ylmethyl}benzamide). As a reaction SMILES: [OH:1][C:2]1[CH:3]=[C:4]([C:10]2[O:11][CH:12]=[C:13]([CH2:15][NH:16][C:17](=[O:27])[C:18]3[CH:23]=[CH:22][CH:21]=[CH:20][C:19]=3[O:24][CH2:25][CH3:26])[N:14]=2)[CH:5]=[CH:6][C:7]=1[O:8][CH3:9].Br[CH:29]([CH2:32][CH3:33])[CH2:30][CH3:31]>>[CH2:25]([O:24][C:19]1[CH:20]=[CH:21][CH:22]=[CH:23][C:18]=1[C:17]([NH:16][CH2:15][C:13]1[N:14]=[C:10]([C:4]2[CH:5]=[CH:6][C:7]([O:8][CH3:9])=[C:2]([O:1][CH:29]([CH2:32][CH3:33])[CH2:30][CH3:31])[CH:3]=2)[O:11][CH:12]=1)=[O:27])[CH3:26]. Procedure details: Using the compound obtained in Example 2 and 3-bromopentane, white powdery 2-ethoxy-N-{2-[3-(1-ethylpropoxy)-4-methoxyphenyl]oxazol-4-ylmethyl}benzamide was obtained following the procedure of Example 3. Reactants: CC1(CC=C(C=2C=C(C=CC12)C#CC1=CC=C(C(=O)OCC)C=C1)SCC)C (ethyl 4-[(7,8-dihydro-8,8-dimethyl-5-ethylthionaphth-3-yl)ethynyl]benzoate), CC1(CC=C(C=2C=C(C=CC12)C#CC1=CC=C(C(=O)OCC)C=C1)SCC)C (ethyl 4-[(7,8-dihydro-8,8-dimethyl-5-ethylthionaphth-3-yl)ethynyl]benzoate), CC1(CCC(C=2C=C(C=CC12)C#CC1=CC=C(C(=O)OCC)C=C1)=O)C (ethyl 4-[(5,6,7,8-tetrahydro-8,8-dimethyl-5-oxonaphth-3-yl)ethynyl]benzoate), CC1(CCC(C=2C=C(C=CC12)C#CC1=CC=C(C(=O)OCC)C=C1)=O)C (ethyl 4-[(5,6,7,8-tetrahydro-8,8-dimethyl-5-oxonaphth-3-yl)ethynyl]benzoate). Reaction SMILES: [CH3:1][C:2]1([CH3:28])[C:11]2[CH:10]=[CH:9][C:8]([C:12]#[C:13][C:14]3[CH:24]=[CH:23][C:17]([C:18]([O:20][CH2:21][CH3:22])=[O:19])=[CH:16][CH:15]=3)=[CH:7][C:6]=2[C:5]([S:25][CH2:26][CH3:27])=[CH:4][CH2:3]1.C[C:30]1(C)[C:39]2C=CC(C#CC3C=CC(C(OCC)=O)=CC=3)=C[C:34]=2C(=O)[CH2:32][CH2:31]1>>[CH3:28][C:2]1([CH3:1])[C:11]2[CH:10]=[CH:9][C:8]([C:12]#[C:13][C:14]3[CH:15]=[CH:16][C:17]([C:18]([O:20][CH2:21][CH3:22])=[O:19])=[CH:23][CH:24]=3)=[CH:7][C:6]=2[C:5]([S:25][CH2:26][C:27]2[CH:34]=[CH:39][CH:30]=[CH:31][CH:32]=2)=[CH:4][CH2:3]1. Procedure details: Employing the same general procedure as for the preparation of ethyl 4-[(7,8-dihydro-8,8-dimethyl-5-ethylthionaphth-3-yl)ethynyl]benzoate (Compound 151), 500 mg (1.44 mmol) of ethyl 4-[(5,6,7,8-tetrahydro-8,8-dimethyl-5-oxonaphth-3-yl)ethynyl]benzoate (Compound 2) was converted into the title compound (colorless crystals, recrystallized from methyl alcohol) using 268 mg (1.42 mmol) of titanium tetrachloride, 184 mg (1.49 mmol) of benzyl mercaptan and 271 mg (2.82 mmol) of triethylamine. Product: CC1(CC=C(C=2C=C(C=CC12)C#CC1=CC=C(C(=O)OCC)C=C1)SCC1=CC=CC=C1)C (Ethyl 4-[(7,8-dihydro-8,8-dimethyl-5-benzylthionaphth-3-yl)ethynyl]benzoate).